From a dataset of the Open Reaction Database (ORD), a public repository of structured organic reaction records. describe an organic reaction: reactants, conditions, products, and yield Procedure: According to this procedure 5-(1,1-Dioxo-1lambda*6*-isothiazolidin-2-yl)-1-phenyl-1H-pyrazole-3-carboxylic acid is prepared starting from 5-Amino-1-(2-fluoro-phenyl)-1H-pyrazole-3-carboxylic acid ethyl ester. The reactants are O=S1(N(CCC1)C1=CC(=NN1C1=CC=CC=C1)C(=O)O)=O (5-(1,1-Dioxo-1lambda*6*-isothiazolidin-2-yl)-1-phenyl-1H-pyrazole-3-carboxylic acid), C(C)OC(=O)C1=NN(C(=C1)N)C1=C(C=CC=C1)F (5-Amino-1-(2-fluoro-phenyl)-1H-pyrazole-3-carboxylic acid ethyl ester). RXN SMILES: [O:1]=[S:2]1(=[O:21])[CH2:6][CH2:5][CH2:4][N:3]1[C:7]1[N:11]([C:12]2[CH:17]=[CH:16][CH:15]=[CH:14][CH:13]=2)[N:10]=[C:9]([C:18]([OH:20])=[O:19])[CH:8]=1.C(OC(C1C=C(N)N(C2C=CC=CC=2[F:39])N=1)=O)C>>[O:21]=[S:2]1(=[O:1])[CH2:6][CH2:5][CH2:4][N:3]1[C:7]1[N:11]([C:12]2[CH:17]=[CH:16][CH:15]=[CH:14][C:13]=2[F:39])[N:10]=[C:9]([C:18]([OH:20])=[O:19])[CH:8]=1. Product: O=S1(N(CCC1)C1=CC(=NN1C1=C(C=CC=C1)F)C(=O)O)=O (5-(1,1-Dioxo-1lambda*6*-isothiazolidin-2-yl)-1-(2-fluoro-phenyl)-1H-pyrazole-3-carboxylic acid). The reactants are CCCCOCCOc1ccc(-c2ccc3c(c2)C=C(C(=O)Nc2ccc(SCc4nccn4CC(C)C)cc2)CCN3CC(C)C)cc1, ClCCl, [Na+], [Na+], O=C(OO)c1cccc(Cl)c1, O=S([O-])([O-])=S. The product is CCCCOCCOc1ccc(-c2ccc3c(c2)C=C(C(=O)Nc2ccc(S(=O)Cc4nccn4CC(C)C)cc2)CCN3CC(C)C)cc1. RXN SMILES: [CH2:1]([CH2:2][CH2:3][CH3:4])[O:5][CH2:6][CH2:7][O:8][c:9]1[cH:10][cH:11][c:12](-[c:15]2[cH:16][cH:17][c:18]3[c:19]([cH:49]2)[CH:20]=[C:21]([C:29](=[O:30])[NH:31][c:32]2[cH:33][cH:34][c:35]([S:38][CH2:39][c:40]4[n:41]([CH2:45][CH:46]([CH3:47])[CH3:48])[cH:42][cH:43][n:44]4)[cH:36][cH:37]2)[CH2:22][CH2:23][N:24]3[CH2:25][CH:26]([CH3:27])[CH3:28])[cH:13][cH:14]1.[Cl:68][CH2:69][Cl:70].[Na+:66].[Na+:67].[OH:50][O:51][C:52]([c:53]1[cH:54][c:55]([Cl:56])[cH:57][cH:58][cH:59]1)=[O:60].[S:61]([O-:62])([O-:63])(=[O:64])=[S:65]>>[CH2:1]([CH2:2][CH2:3][CH3:4])[O:5][CH2:6][CH2:7][O:8][c:9]1[cH:10][cH:11][c:12](-[c:15]2[cH:16][cH:17][c:18]3[c:19]([cH:49]2)[CH:20]=[C:21]([C:29](=[O:30])[NH:31][c:32]2[cH:33][cH:34][c:35]([S:38]([CH2:39][c:40]4[n:41]([CH2:45][CH:46]([CH3:47])[CH3:48])[cH:42][cH:43][n:44]4)=[O:50])[cH:36][cH:37]2)[CH2:22][CH2:23][N:24]3[CH2:25][CH:26]([CH3:27])[CH3:28])[cH:13][cH:14]1. Reactants: CCOCc1nc2cnc3ccccc3c2n1CC1(O)CCOCC1, CO, ClC(Cl)Cl, CC(C)O, O=C(OO)c1cccc(Cl)c1, ClCCl, O=C=NC(=O)C(Cl)(Cl)Cl. The product is CCOCc1nc2c(N)nc3ccccc3c2n1CC1(O)CCOCC1. As a reaction SMILES: [CH2:1]([CH3:2])[O:3][CH2:4][c:5]1[n:6]([CH2:18][C:19]2([OH:25])[CH2:20][CH2:21][O:22][CH2:23][CH2:24]2)[c:7]2[c:8]([cH:9][n:10][c:11]3[cH:12][cH:13][cH:14][cH:15][c:16]23)[n:17]1.[CH3:53][OH:54].[CH:49]([Cl:50])([Cl:51])[Cl:52].[CH:55]([OH:56])([CH3:57])[CH3:58].[Cl:26][c:27]1[cH:28][cH:29][cH:30][c:31]([C:32]([O:33][OH:34])=[O:35])[cH:36]1.[Cl:37][CH2:38][Cl:39].[Cl:40][C:41]([Cl:42])([Cl:43])[C:45]([N:44]=[C:46]=[O:47])=[O:48]>>[CH2:1]([CH3:2])[O:3][CH2:4][c:5]1[n:6]([CH2:18][C:19]2([OH:25])[CH2:20][CH2:21][O:22][CH2:23][CH2:24]2)[c:7]2[c:8]([c:9]([NH2:44])[n:10][c:11]3[cH:12][cH:13][cH:14][cH:15][c:16]23)[n:17]1. Reported procedure: Dissolve 2,4-difluoro-1-iodo-benzene (0.25 mL, 2.08 mmol) in anhydrous 1,2-dimethoxyethane (30 mL). Add 4-methoxycarbonyl-phenyl-boronic acid (0.375 g, 2.08 mmol), cesium fluoride (1.58 g, 10.42 mmol), and dichloro[1,1′-bis(diphenylphosphino)ferrocene]palladium (II) dichloromethane adduct (0.170 g, 0.208 mmol). Degas the mixture thrice and back-fill with nitrogen. Immerse the mixture into a pre-heated (85° C.) oil bath and stir overnight. Filter the hot mixture through Celite® and concentrate in... The reactants are COC(=O)C1=CC=C(C=C1)B(O)O (4-methoxycarbonyl-phenyl-boronic acid), FC1=C(C=CC(=C1)F)I (2,4-difluoro-1-iodo-benzene), [F-].[Cs+] (cesium fluoride). Product: COC(=O)C1=CC=C(C=C1)C1=C(C=C(C=C1)F)F (2′,4′-Difluoro-biphenyl-4-carboxylic Acid Methyl Ester). Conditions: temperature 85 celsius, time 8 hour. Run in COCCOC (1,2-dimethoxyethane). Reaction SMILES: [F:1][C:2]1[CH:7]=[C:6]([F:8])[CH:5]=[CH:4][C:3]=1I.[CH3:10][O:11][C:12]([C:14]1[CH:19]=[CH:18][C:17](B(O)O)=[CH:16][CH:15]=1)=[O:13].[F-].[Cs+]>COCCOC.C1C=CC(P(C2C=CC=CC=2)[C-]2C=CC=C2)=CC=1.C1C=CC(P(C2C=CC=CC=2)[C-]2C=CC=C2)=CC=1.Cl[Pd]Cl.[Fe+2]>[CH3:10][O:11][C:12]([C:14]1[CH:19]=[CH:18][C:17]([C:3]2[CH:4]=[CH:5][C:6]([F:8])=[CH:7][C:2]=2[F:1])=[CH:16][CH:15]=1)=[O:13] |f:2.3,5.6.7.8|. The reagents and catalysts are C1=CC=C(C=C1)P([C-]2C=CC=C2)C3=CC=CC=C3.C1=CC=C(C=C1)P([C-]2C=CC=C2)C3=CC=CC=C3.Cl[Pd]Cl.[Fe+2] (dichloro[1,1′-bis(diphenylphosphino)ferrocene]palladium). Yield: 85.4%. Reactants: ClC1=NC=C(C(=O)NC2=CC(=C(C=C2)C)I)C=C1 (6-chloro-N-(3-iodo-4-methyl-phenyl)-nicotinamide), N1CCOCC1 (morpholine), C(C)(C)N(CC)C(C)C (diisopropylethyl amine). Reagents/catalysts: CN(C)C=1C=CN=CC1 (DMAP). Run in O1CCOCC1 (dioxane). Yields the product IC=1C=C(C=CC1C)NC(C1=CN=C(C=C1)N1CCOCC1)=O (N-(3-Iodo-4-methyl-phenyl)-6-morpholin-4-yl-nicotinamide). RXN SMILES: Cl[C:2]1[CH:18]=[CH:17][C:5]([C:6]([NH:8][C:9]2[CH:14]=[CH:13][C:12]([CH3:15])=[C:11]([I:16])[CH:10]=2)=[O:7])=[CH:4][N:3]=1.[NH:19]1[CH2:24][CH2:23][O:22][CH2:21][CH2:20]1.C(N(C(C)C)CC)(C)C>CN(C1C=CN=CC=1)C.O1CCOCC1>[I:16][C:11]1[CH:10]=[C:9]([NH:8][C:6](=[O:7])[C:5]2[CH:17]=[CH:18][C:2]([N:19]3[CH2:24][CH2:23][O:22][CH2:21][CH2:20]3)=[N:3][CH:4]=2)[CH:14]=[CH:13][C:12]=1[CH3:15]. Procedure details: A mixture of 6-chloro-N-(3-iodo-4-methyl-phenyl)-nicotinamide (50 mg, 0.13 mmol) and morpholine (35 mg, 0.42 mmol), diisopropylethyl amine (0.07 mL, 0.42 mmol) and a catalytic amount of DMAP in dioxane (5 mL) was heated at 120° C. in a sealed tube until consumption of the limiting reagent. The mixture was then cooled and partitioned between EtOAc and water. Organic layer was removed, dried over Na2SO4 filtered and concentrated to a residue that after a silica gel column with 20-40% EtOAc in hexa... The reactants are C(#N)C=1C=C(C=C(C1O)O)C(C(=O)OC)=O (methyl (3-cyano-4,5-dihydroxyphenyl)-glyoxylate), NC1=CC(=CC=C1O)C (2-amino-p-cresol). The solvent is CN(C=O)C (dimethylformamide), O (water). The product is OC1=C(C#N)C=C(C=C1O)C=1C(OC2=C(N1)C=C(C=C2)C)=O (2,3-dihydroxy-5-(6-methyl-2-oxo-2H-1,4-benzoxazin-3-yl)-benzonitrile). As a reaction SMILES: [C:1]([C:3]1[CH:4]=[C:5]([C:11](=O)[C:12]([O:14][CH3:15])=[O:13])[CH:6]=[C:7]([OH:10])[C:8]=1[OH:9])#[N:2].[NH2:17][C:18]1C(O)=[CH:22][CH:21]=[C:20]([CH3:25])[CH:19]=1>CN(C)C=O.O>[OH:9][C:8]1[C:7]([OH:10])=[CH:6][C:5]([C:11]2[C:12](=[O:13])[O:14][C:15]3[CH:22]=[CH:21][C:20]([CH3:25])=[CH:19][C:18]=3[N:17]=2)=[CH:4][C:3]=1[C:1]#[N:2]. Procedure details: 1.075 g of methyl (3-cyano-4,5-dihydroxyphenyl)-glyoxylate and 0.60 g of 2-amino-p-cresol are stirred at 120° for 70 minutes in 2 ml of dimethylformamide. The mixture is subsequently cooled to room temperature and diluted with 15 ml of water. The precipitate is filtered and dried in a water-jet vacuum at 80° for 6 hours. After recrystallization from acetonitrile there is obtained 2,3-dihydroxy-5-(6-methyl-2-oxo-2H-1,4-benzoxazin-3-yl)-benzonitrile of m.p. 278°-280°. The reactants are CC1=C(COC=2C=C(C=CC2)CC(=O)OCC)C(=CC=C1)C (Ethyl 2-(3-(2,6-dimethylbenzyloxy)phenyl)acetate), [Li+].C[Si](C)(C)[N-][Si](C)(C)C (LiHMDS), CI (CH3I), solution. Run in C1CCOC1 (THF), C1CCOC1 (THF). Reaction conditions: time 15 hour. Product: CC1=C(COC=2C=C(C=CC2)C(C(=O)OCC)C)C(=CC=C1)C (Ethyl 2-(3-(2,6-dimethylbenzyloxy)phenyl)propanoate). As a reaction SMILES: [CH3:1][C:2]1[CH:21]=[CH:20][CH:19]=[C:18]([CH3:22])[C:3]=1[CH2:4][O:5][C:6]1[CH:7]=[C:8]([CH2:12][C:13]([O:15][CH2:16][CH3:17])=[O:14])[CH:9]=[CH:10][CH:11]=1.[Li+].[CH3:24][Si]([N-][Si](C)(C)C)(C)C.CI>C1COCC1>[CH3:1][C:2]1[CH:21]=[CH:20][CH:19]=[C:18]([CH3:22])[C:3]=1[CH2:4][O:5][C:6]1[CH:7]=[C:8]([CH:12]([CH3:24])[C:13]([O:15][CH2:16][CH3:17])=[O:14])[CH:9]=[CH:10][CH:11]=1 |f:1.2|. Reported procedure: To a stirred solution of Ethyl 2-(3-(2,6-dimethylbenzyloxy)phenyl)acetate (Step B, 4 g, 13.6 mmol) in dry THF (30 ml) at −68° C. under a dry argon atmosphere was added LiHMDS drop wise (1 M solution in THF, 17.45 ml, 17.4 mmol), and the resulting orange solution was stirred at low temperature for 30 minutes before CH3I (5.71 g, 40.26 mmol) was added. The reaction mixture was slowly warmed to room temperature and stirred for another 15 hours. The reaction was quenched with ice, and the product wa...